Dataset: the Open Reaction Database (ORD), a public repository of structured organic reaction records. Task: describe an organic reaction: reactants, conditions, products, and yield The reactants are Cl.C(C1=CC=CC=C1)OC=1C=C(C=CC1)C1(CCNCC1)F (4-(3-benzyloxyphenyl)-4-fluoropiperidine hydrochloride), BrCCCC1=CC=CC=C1 (1-bromo-3-phenylpropane), Cl (hydrogen chloride). Product: Cl.C(C1=CC=CC=C1)OC=1C=C(C=CC1)C1(CCN(CC1)CCCC1=CC=CC=C1)F (4-(3-Benzyloxyphenyl)-4-fluoro-1-(3-phenylpropyl)piperidine Hydrochloride). As a reaction SMILES: [ClH:1].[CH2:2]([O:9][C:10]1[CH:11]=[C:12]([C:16]2([F:22])[CH2:21][CH2:20][NH:19][CH2:18][CH2:17]2)[CH:13]=[CH:14][CH:15]=1)[C:3]1[CH:8]=[CH:7][CH:6]=[CH:5][CH:4]=1.Br[CH2:24][CH2:25][CH2:26][C:27]1[CH:32]=[CH:31][CH:30]=[CH:29][CH:28]=1.Cl>>[ClH:1].[CH2:2]([O:9][C:10]1[CH:11]=[C:12]([C:16]2([F:22])[CH2:17][CH2:18][N:19]([CH2:24][CH2:25][CH2:26][C:27]3[CH:32]=[CH:31][CH:30]=[CH:29][CH:28]=3)[CH2:20][CH2:21]2)[CH:13]=[CH:14][CH:15]=1)[C:3]1[CH:4]=[CH:5][CH:6]=[CH:7][CH:8]=1 |f:0.1,4.5|. Reported procedure: This material was prepared by the alkylation of 4-(3-benzyloxyphenyl)-4-fluoropiperidine hydrochloride with 1-bromo-3-phenylpropane and subsequent salt formation with methanolic hydrogen chloride as described in Step 3 of Example 1 in 43% overall yield. Starting materials: sodium nitride, Cl (hydrochloric acid), [I-].[K+] (potassium iodide), N(=O)[O-] (nitrite), [OH-].[Na+] (sodium hydroxide), NC1=C(C=C(C=C1)C)S(=O)(=O)O (2-amino-5-methyl-benzene sulfonic acid), COC=1C(=CC=CC1)N (o-anisidine), Congo Red. The solvent is O (water), O (water). The product is NC1=C(C=C(C(=C1)Cl)C)S(=O)(=O)O (2-amino-4-chloro-5-methyl benzene sulfonic acid). Isolated yield 84.5%. RXN SMILES: [OH-].[Na+].[NH2:3][C:4]1[CH:9]=[CH:8][C:7]([CH3:10])=[CH:6][C:5]=1[S:11]([OH:14])(=[O:13])=[O:12].COC1C(N)=CC=CC=1.[ClH:24].N([O-])=O.[I-].[K+]>O>[NH2:3][C:4]1[CH:9]=[C:8]([Cl:24])[C:7]([CH3:10])=[CH:6][C:5]=1[S:11]([OH:14])(=[O:12])=[O:13] |f:0.1,6.7|. Reported procedure: A mixture of 11.2 grams of 50% sodium hydroxide solution, 13.4 grams of 2-amino-5-methyl-benzene sulfonic acid .[.(o-anisidine).]. and 13.4 grams of 2-amino-4-chloro-5-methyl benzene sulfonic acid is prepared, and 300 ml. of water is added with stirring until clear. Ice is added to a volume of 488 ml. and the temperature is 0°±2° C., Concentrated hydrochloric acid (36.2 grams) is added with stirring over a period of 4 to 6 minutes. A solution of 10 grams of sodium nitride and 20 ml. of water is ...